Dataset: the Open Reaction Database (ORD), a public repository of structured organic reaction records. Task: describe an organic reaction: reactants, conditions, products, and yield Starting materials: resultant mixture, C(C1=CC=CC=C1)OC=1C=C(C=C(C1)C(=O)O)C(=O)C=O (3-benzyloxy-5-carboxyphenylglyoxal), KBH4, C(C)(C)N (Isopropylamine). Solvent: CO (MeOH). Run at time 1 hour. Yields the product C(C1=CC=CC=C1)OC=1C=C(C(=O)O)C=C(C1)C(CNC(C)C)O (3-Benzyloxy-5-[2-(isopropylamino)-1-hydroxyethyl]-benzoic acid). Isolated yield 50.0%. As a reaction SMILES: [CH2:1]([O:8][C:9]1[CH:10]=[C:11]([C:18]([CH:20]=O)=[O:19])[CH:12]=[C:13]([C:15]([OH:17])=[O:16])[CH:14]=1)[C:2]1[CH:7]=[CH:6][CH:5]=[CH:4][CH:3]=1.[CH:22]([NH2:25])([CH3:24])[CH3:23]>CO>[CH2:1]([O:8][C:9]1[CH:14]=[C:13]([CH:12]=[C:11]([CH:18]([OH:19])[CH2:20][NH:25][CH:22]([CH3:24])[CH3:23])[CH:10]=1)[C:15]([OH:17])=[O:16])[C:2]1[CH:3]=[CH:4][CH:5]=[CH:6][CH:7]=1. Reported procedure: The 3-benzyloxy-5-carboxyphenylglyoxal (;b 120 moles) was dissolved in MeOH (1 l.) and cooled to 0°. Isopropylamine (200 ml) was added at 0° and the resulting mixture was stirred at 0° for 1 hr. before KBH4 (12.2 g, 228 moles) was added over a period of 2 hrs., portionwise. The resultant mixture was allowed to stir at room temperature overnight before it was evaporated to a residual glass. The residue was acidified with 6N HCl (1 l.) and extracted with CHCl3 (1 142 l.). The solid HCl precipitate... Starting materials: ClC(C(=O)ON=C(C(=O)Cl)C=1SC=CC1)Cl (2-dichloroacetoxyimino(thien-2-yl)acetyl chloride), CC1(S[C@H]2N([C@H]1C(=O)O[Si](C)(C)C)C([C@H]2N[Si](C)(C)C)=O)C (trimethylsilyl 2,2-dimethyl-6β-trimethylsilylaminopenam-3α-carboxylate), amino-acid, C1C(C)O1 (propylene oxide), β-lactam, CS(=O)C (DMSO), CS(=O)C (DMSO). The solvent is ClCCl (dichloromethane), ClCCl (dichloromethane). Yields the product CC1(S[C@H]2N([C@H]1C(=O)O)C([C@H]2NC(C(=NO)C=2SC=CC2)=O)=O)C (2,2-Dimethyl-6β -[ 2-hydroxyimino(thien-2-yl)acetamido]-penam-3α-carboxylic acid). As a reaction SMILES: [CH3:1][C:2]1([CH3:22])[C@H:6]([C:7]([O:9][Si](C)(C)C)=[O:8])[N:5]2[C:14](=[O:21])[C@@H:15]([NH:16][Si](C)(C)C)[C@H:4]2[S:3]1.C1OC1C.ClC(Cl)C([O:31][N:32]=[C:33]([C:37]1[S:38][CH:39]=[CH:40][CH:41]=1)[C:34](Cl)=[O:35])=O.CS(C)=O>ClCCl>[CH3:1][C:2]1([CH3:22])[C@H:6]([C:7]([OH:9])=[O:8])[N:5]2[C:14](=[O:21])[C@@H:15]([NH:16][C:34](=[O:35])[C:33]([C:37]3[S:38][CH:39]=[CH:40][CH:41]=3)=[N:32][OH:31])[C@H:4]2[S:3]1. Procedure: A solution of trimethylsilyl 2,2-dimethyl-6β-trimethylsilylaminopenam-3α-carboxylate [prepared from the corresponding amino-acid (0.864 g.)] and propylene oxide (1 ml.) in dichloromethane (20 ml.) was cooled to 0° and treated dropwise with a solution of 2-dichloroacetoxyimino(thien-2-yl)acetyl chloride syn-isomer; [prepared from the corresponding acid (0.753 g.)] in dichloromethane (12 ml.). The resulting solution was maintained at 0° for 1 hour and was then evaporated to a small bulk and partit... The reactants are Cl(=O)(=O)(=O)[O-].CC=1C2=C([N+]=3CCC4=C(C3C1)C=CC=C4)CCCC2 (1,2,3,4,6,7-Hexahydro-13-methyldibenzo[a,f]quinolizinium perchlorate), N(C1=CC=CC=C1)C=C1C(N(C(N(C1=O)CC)=S)CC)=O (5-anilinomethylene-1,3-diethyl-2-thiobarbituric acid), CN(C(N(C)C)=N)C (tetramethylguanidine). The solvent is C(C)#N (acetonitrile). Yields the product C(C)N1C(=S)N(C(=O)C(C1=O)=CC=C1C2=C(N3CCC4=C(C3=C1)C=CC=C4)CCCC2)CC (1,3-Diethyl-5-[(1,2,3,4,6,7-hexahydro-13H-dibenzo[a,f]quinolizin-13-ylidene)ethylidene]-2-thiobarbituric acid). As a reaction SMILES: Cl([O-])(=O)(=O)=O.[CH3:6][C:7]1[C:8]2[CH2:24][CH2:23][CH2:22][CH2:21][C:9]=2[N+:10]2[CH2:11][CH2:12][C:13]3[CH:20]=[CH:19][CH:18]=[CH:17][C:14]=3[C:15]=2[CH:16]=1.N([CH:32]=[C:33]1[C:38](=[O:39])[N:37]([CH2:40][CH3:41])[C:36](=[S:42])[N:35]([CH2:43][CH3:44])[C:34]1=[O:45])C1C=CC=CC=1.CN(C)C(=N)N(C)C>C(#N)C>[CH2:40]([N:37]1[C:38](=[O:39])[C:33](=[CH:32][CH:6]=[C:7]2[CH:16]=[C:15]3[N:10]([CH2:11][CH2:12][C:13]4[CH:20]=[CH:19][CH:18]=[CH:17][C:14]=43)[C:9]3[CH2:21][CH2:22][CH2:23][CH2:24][C:8]2=3)[C:34](=[O:45])[N:35]([CH2:43][CH3:44])[C:36]1=[S:42])[CH3:41] |f:0.1|. Procedure details: 1,2,3,4,6,7-Hexahydro-13-methyldibenzo[a,f]quinolizinium perchlorate (0.7 g) and 5-anilinomethylene-1,3-diethyl-2-thiobarbituric acid (0.6 g) were dissolved in acetonitrile and tetramethylguanidine (0.22 g) was added. The precipitated dye was collected by filtration and recyrstallized from dimethylformamide. Yield 0.4 g (44%), m.p. 320°, λmax in pyridine 522 nm, ε = 8.2 × 104. Starting materials: CC1c2c(ccc3[nH]ccc23)OCCN1C(=O)OC(C)(C)C, Cc1nc(S(=O)(=O)Cl)cn1C, [H-], [Na+], CN(C)C=O. Product: Cc1nc(S(=O)(=O)n2ccc3c4c(ccc32)OCCN(C(=O)OC(C)(C)C)C4C)cn1C. RXN SMILES: [CH3:1][CH:2]1[N:3]([C:16](=[O:17])[O:18][C:19]([CH3:20])([CH3:21])[CH3:22])[CH2:4][CH2:5][O:6][c:7]2[c:8]1[c:9]1[cH:10][cH:11][nH:12][c:13]1[cH:14][cH:15]2.[CH3:25][n:26]1[c:27]([CH3:35])[n:28][c:29]([S:31](=[O:32])(=[O:33])[Cl:34])[cH:30]1.[H-:23].[Na+:24].[O:36]=[CH:37][N:38]([CH3:39])[CH3:40]>>[CH3:1][CH:2]1[N:3]([C:16](=[O:17])[O:18][C:19]([CH3:20])([CH3:21])[CH3:22])[CH2:4][CH2:5][O:6][c:7]2[c:8]1[c:9]1[cH:10][cH:11][n:12]([S:31]([c:29]3[n:28][c:27]([CH3:35])[n:26]([CH3:25])[cH:30]3)(=[O:32])=[O:33])[c:13]1[cH:14][cH:15]2. Reactants: C(C)C(CC)(C1=CC(=C(C=C1)O)C)C1=CC(=C(OCC(C(C)(C)C)=O)C=C1)C ((4-[1-Ethyl-1-(4-hydroxy-3-methyl-phenyl)-propyl]-2-methyl-phenoxy}-3,3-dimethyl-butan-2-one), CC(C)(C)[Si](C)(C)Cl (TBSCl). Product: C(C)(C)(C)[Si](OC1=C(C=C(C=C1)C(CC)(CC)C1=CC(=C(OCC(C(C)(C)C)=O)C=C1)C)C)(C)C (1-(4-{1-[4-(tert-Butyl-dimethyl-silanyloxy)-3-methyl-phenyl]-1-ethyl-propyl}-2-methyl-phenoxy)-3,3-dimethyl-butan-2-one). Isolated yield 90.2%. Reaction SMILES: [CH2:1]([C:3]([C:14]1[CH:27]=[CH:26][C:17]([O:18][CH2:19][C:20](=[O:25])[C:21]([CH3:24])([CH3:23])[CH3:22])=[C:16]([CH3:28])[CH:15]=1)([C:6]1[CH:11]=[CH:10][C:9]([OH:12])=[C:8]([CH3:13])[CH:7]=1)[CH2:4][CH3:5])[CH3:2].[CH3:29][C:30]([Si:33](Cl)([CH3:35])[CH3:34])([CH3:32])[CH3:31]>>[C:30]([Si:33]([CH3:35])([CH3:34])[O:12][C:9]1[CH:10]=[CH:11][C:6]([C:3]([C:14]2[CH:27]=[CH:26][C:17]([O:18][CH2:19][C:20](=[O:25])[C:21]([CH3:23])([CH3:22])[CH3:24])=[C:16]([CH3:28])[CH:15]=2)([CH2:4][CH3:5])[CH2:1][CH3:2])=[CH:7][C:8]=1[CH3:13])([CH3:32])([CH3:31])[CH3:29]. Procedure details: Using a procedure analogous to Example 13A, 1-{(4-[1-Ethyl-1-(4-hydroxy-3-methyl-phenyl)-propyl]-2-methyl-phenoxy}-3,3-dimethyl-butan-2-one (Example 1B) (4.91 g, 12.83 mmol) and TBSCl (1.93 g, 12.83 mmol) give the title compound (5.74 g, 11.57 mmol, 90%). 1H NMR (CDCl3), δ 0.21 (s, 6H), 0.60 (t, J=7.5 Hz, 6H), 1.01(s, 9H), 1.26 (s, 9H), 2.01 (q, J=7.5 Hz, 4H), 2.16 (s, 3H), 2.24 (s, 3H), 4.83 (s, 2H), 6.50 (d, J=8.4 Hz, 1H), 6.63 (d, J=8.4 Hz, 1H), 6.82 (dd, J=8.4, 2.3 Hz, 1H), 6.87-6.93 (m, 3H)... Product: [N+](=O)([O-])C1=C(C(=CC=C1)Cl)C1=CC=CC=C1 (2-nitro-6-chlorobiphenyl). RXN SMILES: Cl[C:2]1[C:7]([Cl:8])=[CH:6][CH:5]=[CH:4][C:3]=1[N+:9]([O-:11])=[O:10].[C:12]1(OB(O)O)[CH:17]=[CH:16][CH:15]=[CH:14][CH:13]=1.P([O-])([O-])([O-])=O.[K+].[K+].[K+]>C1C=CC([P]([Pd]([P](C2C=CC=CC=2)(C2C=CC=CC=2)C2C=CC=CC=2)([P](C2C=CC=CC=2)(C2C=CC=CC=2)C2C=CC=CC=2)[P](C2C=CC=CC=2)(C2C=CC=CC=2)C2C=CC=CC=2)(C2C=CC=CC=2)C2C=CC=CC=2)=CC=1.O1CCCC1>[N+:9]([C:3]1[CH:4]=[CH:5][CH:6]=[C:7]([Cl:8])[C:2]=1[C:12]1[CH:17]=[CH:16][CH:15]=[CH:14][CH:13]=1)([O-:11])=[O:10] |f:2.3.4.5,^1:33,35,54,73|. Procedure: In a stream of nitrogen, a one-liter three-necked flask was charged with 75.0 g (390.6 mmol) of 2,3-dichloronitrobenzene, 47.6 g (390.6 mmol) of phenylboric acid, 9.0 g (7.8 mmol) of tetrakis(triphenylphosphine)palladium, 250 mL of tetrahydrofuran, and 518 g (976.5 mmol) of an aqueous tripotassium phosphate solution with 40 wt. % concentration. The mixture was heated under reflux for 8 hours. The reaction mixture was cooled to room temperature, and then separated into an aqueous phase and an org... The reactants are ClC1=C(C=CC=C1Cl)[N+](=O)[O-] (2,3-dichloronitrobenzene), C1(=CC=CC=C1)OB(O)O (phenylboric acid), P(=O)([O-])([O-])[O-].[K+].[K+].[K+] (tripotassium phosphate). The reagents and catalysts are C=1C=CC(=CC1)[P](C=2C=CC=CC2)(C=3C=CC=CC3)[Pd]([P](C=4C=CC=CC4)(C=5C=CC=CC5)C=6C=CC=CC6)([P](C=7C=CC=CC7)(C=8C=CC=CC8)C=9C=CC=CC9)[P](C=1C=CC=CC1)(C=1C=CC=CC1)C=1C=CC=CC1 (tetrakis(triphenylphosphine)palladium). The yield is 68.8%. Run in O1CCCC1 (tetrahydrofuran). Reactants: CC(C(=O)N1CCCC1)c1ccc(Br)cc1, O=C([O-])[O-], CN(C)CC(=O)O, CS(C)=O, [Cu]I, FC(F)(F)c1n[nH]c2c1CCCC2, [K+], [K+]. The product is CC(C(=O)N1CCCC1)c1ccc(-n2nc(C(F)(F)F)c3c2CCCC3)cc1. As a reaction SMILES: [Br:1][c:2]1[cH:3][cH:4][c:5]([CH:8]([C:9](=[O:10])[N:11]2[CH2:12][CH2:13][CH2:14][CH2:15]2)[CH3:16])[cH:6][cH:7]1.[C:37](=[O:38])([O-:39])[O-:40].[CH3:30][N:31]([CH2:32][C:33](=[O:34])[OH:35])[CH3:36].[CH3:43][S:44]([CH3:45])=[O:46].[Cu:47][I:48].[F:17][C:18]([c:19]1[n:20][nH:21][c:22]2[c:27]1[CH2:26][CH2:25][CH2:24][CH2:23]2)([F:28])[F:29].[K+:41].[K+:42]>>[c:2]1(-[n:21]2[n:20][c:19]([C:18]([F:17])([F:28])[F:29])[c:27]3[c:22]2[CH2:23][CH2:24][CH2:25][CH2:26]3)[cH:3][cH:4][c:5]([CH:8]([C:9](=[O:10])[N:11]2[CH2:12][CH2:13][CH2:14][CH2:15]2)[CH3:16])[cH:6][cH:7]1.